Dataset: the Open Reaction Database (ORD), a public repository of structured organic reaction records. Task: describe an organic reaction: reactants, conditions, products, and yield Reactants: NC=1C(=NC=CN1)C(=O)O (3-Aminopyrazine-2-carboxylic acid), C([O-])(O)=O.[Na+] (sodium bicarbonate), S(O)(O)(=O)=O (sulfuric acid), O (water). The solvent is CO (methanol). Run at time 48 hour. The product is NC1=NC=CN=C1C(=O)OC (methyl 2-aminopyrazine-3-carboxylate). The yield is 63.0%. As a reaction SMILES: [NH2:1][C:2]1[C:3]([C:8]([OH:10])=[O:9])=[N:4][CH:5]=[CH:6][N:7]=1.S(=O)(=O)(O)O.O.[C:17](=O)(O)[O-].[Na+]>CO>[NH2:1][C:2]1[C:3]([C:8]([O:10][CH3:17])=[O:9])=[N:4][CH:5]=[CH:6][N:7]=1 |f:3.4|. Procedure details: 3-Aminopyrazine-2-carboxylic acid (55.5 g, 0.4 mol) is suspended in 400 mL of methanol, cooled in an ice bath and concentrated sulfuric acid (80 mL) is gradually added with stirring and stirring then continued for 48 hours at room temperature. The resulting dark brown solution is poured into 700 mL of water containing sodium bicarbonate (160 g). The brown crystalline solid which precipitates is collected and dried. The crude product is purified by recrystallization from water to yield the produc... Reaction SMILES: [NH2:1][C:2]1[CH:31]=[CH:30][C:5]([CH2:6][C:7]2[NH:15][C:14]3[C:13](=[O:16])[N:12]([CH2:17][C:18]4[CH:23]=[CH:22][CH:21]=[CH:20][C:19]=4[F:24])[C:11](=[O:25])[N:10]([CH2:26][CH:27]4[CH2:29][CH2:28]4)[C:9]=3[N:8]=2)=[CH:4][CH:3]=1.[N:32]1[C:41]2[C:36](=[CH:37][CH:38]=[CH:39][C:40]=2[S:42](Cl)(=[O:44])=[O:43])[CH:35]=[CH:34][CH:33]=1>>[CH:27]1([CH2:26][N:10]2[C:9]3[N:8]=[C:7]([CH2:6][C:5]4[CH:4]=[CH:3][C:2]([NH:1][S:42]([C:40]5[CH:39]=[CH:38][CH:37]=[C:36]6[C:41]=5[N:32]=[CH:33][CH:34]=[CH:35]6)(=[O:43])=[O:44])=[CH:31][CH:30]=4)[NH:15][C:14]=3[C:13](=[O:16])[N:12]([CH2:17][C:18]3[CH:23]=[CH:22][CH:21]=[CH:20][C:19]=3[F:24])[C:11]2=[O:25])[CH2:28][CH2:29]1. Reactants: NC1=CC=C(CC2=NC=3N(C(N(C(C3N2)=O)CC2=C(C=CC=C2)F)=O)CC2CC2)C=C1 (8-(4-Amino-benzyl)-3-cyclopropylmethyl-1-(2-fluoro-benzyl)-3,7-dihydro-purine-2,6-dione), N1=CC=CC2=CC=CC(=C12)S(=O)(=O)Cl (8-quinolinesulfonyl chloride). Yields the product C1(CC1)CN1C(N(C(C=2NC(=NC12)CC1=CC=C(C=C1)NS(=O)(=O)C=1C=CC=C2C=CC=NC12)=O)CC1=C(C=CC=C1)F)=O (Quinoline-8-sulfonic acid {4-[3-cyclopropylmethyl-1-(2-fluoro-benzyl)-2,6-dioxo-2,3,6,7-tetrahydro-1H-purin-8-ylmethyl]-phenyl}-amide). Reported procedure: This compound was prepared by the routes shown in schemes 2 and 4. 8-(4-Amino-benzyl)-3-cyclopropylmethyl-1-(2-fluoro-benzyl)-3,7-dihydro-purine-2,6-dione was condensed with 8-quinolinesulfonyl chloride under standard conditions to give the stated sulfonamide. Recrystallization from acetonitrile gave the pure product as an off white solid (53%); 1H NMR(DMSO-d6, 300 MHz) δH13.45 (s, 1H), 10.12 (s, 1H), 9.21 (dd, J=4.2, 1.1 Hz, 1H), 8.59 (dd, J=8.4, 1.8 Hz, 1H), 8.41 (dd, J=7.3, 1.5 Hz, 1H), 8.33 ... The reactants are ClS(=O)(=O)C1=CC=C(C(=O)O)C=C1 (4-chlorosulfonylbenzoic acid), C(C)N (ethylamine), CN (methylamine). The product is C(C)NS(=O)(=O)C1=CC=C(C(=O)O)C=C1 (4-ethylaminosulfonylbenzoic acid). The yield is 64.0%. Reaction SMILES: Cl[S:2]([C:5]1[CH:13]=[CH:12][C:8]([C:9]([OH:11])=[O:10])=[CH:7][CH:6]=1)(=[O:4])=[O:3].[CH2:14]([NH2:16])[CH3:15].CN>>[CH2:14]([NH:16][S:2]([C:5]1[CH:13]=[CH:12][C:8]([C:9]([OH:11])=[O:10])=[CH:7][CH:6]=1)(=[O:4])=[O:3])[CH3:15]. Procedure details: A reaction was carried out following the conditions of Example 32 using 4.4 g (20 mmol) of 4-chlorosulfonylbenzoic acid and an ethylamine solution instead of the 40% aqueous solution of methylamine. The reaction product was post-treated to obtain 2.92 g of 4-ethylaminosulfonylbenzoic acid (yield 64%).